Dataset: the Open Reaction Database (ORD), a public repository of structured organic reaction records. Task: describe an organic reaction: reactants, conditions, products, and yield The reactants are CCOC(=O)c1ccc(OCCC2CCc3c(c(OC)c(OC)c(OC)c3OC)CC2)cc1, CO, [H-], [Na+]. The product is COc1c2c(c(OC)c(OC)c1OC)CCC(CCOc1ccc(C(=O)O)cc1)CC2. Reaction SMILES: [CH3:1][O:2][c:3]1[c:4]([O:32][CH3:33])[c:5]([O:30][CH3:31])[c:6]([O:28][CH3:29])[c:7]2[c:8]1[CH2:9][CH2:10][CH:11]([CH2:14][CH2:15][O:16][c:17]1[cH:18][cH:19][c:20]([C:21](=[O:22])[O:23][CH2:24][CH3:25])[cH:26][cH:27]1)[CH2:12][CH2:13]2.[CH3:36][OH:37].[H-:34].[Na+:35]>>[CH3:1][O:2][c:3]1[c:4]([O:32][CH3:33])[c:5]([O:30][CH3:31])[c:6]([O:28][CH3:29])[c:7]2[c:8]1[CH2:9][CH2:10][CH:11]([CH2:14][CH2:15][O:16][c:17]1[cH:18][cH:19][c:20]([C:21](=[O:22])[OH:23])[cH:26][cH:27]1)[CH2:12][CH2:13]2. The reactants are N1=CC=C(C=C1)C1=C(NN=C1)C1=CC=C(OCC2=NC3=CC=CC=C3C=C2)C=C1 (2-[4-(4-Pyridin4-yl-2H-pyrazol-3-yl)-phenoxymethyl}-quinoline), FC(CI)(F)F (1,1,1-Trifluoro-2-iodo-ethane), C([O-])([O-])=O.[Cs+].[Cs+] (cesium carbonate). The solvent is CN(C=O)C (dimethyl formamide), O (water). Run at temperature 60 celsius. The product is N1=CC=C(C=C1)C=1C(=NN(C1)CC(F)(F)F)C1=CC=C(OCC2=NC3=CC=CC=C3C=C2)C=C1 (2-{4-[-Pyridin-4-yl-1-(2,2,2-trifluoro-ethyl)-1H-pyrazol-3-yl]-phenoxymethyl}-quinoline). RXN SMILES: [N:1]1[CH:6]=[CH:5][C:4]([C:7]2[CH:11]=[N:10][NH:9][C:8]=2[C:12]2[CH:29]=[CH:28][C:15]([O:16][CH2:17][C:18]3[CH:27]=[CH:26][C:25]4[C:20](=[CH:21][CH:22]=[CH:23][CH:24]=4)[N:19]=3)=[CH:14][CH:13]=2)=[CH:3][CH:2]=1.[F:30][C:31]([F:35])([F:34])[CH2:32]I.C(=O)([O-])[O-].[Cs+].[Cs+]>CN(C)C=O.O>[N:1]1[CH:2]=[CH:3][C:4]([C:7]2[C:8]([C:12]3[CH:13]=[CH:14][C:15]([O:16][CH2:17][C:18]4[CH:27]=[CH:26][C:25]5[C:20](=[CH:21][CH:22]=[CH:23][CH:24]=5)[N:19]=4)=[CH:28][CH:29]=3)=[N:9][N:10]([CH2:32][C:31]([F:35])([F:34])[F:30])[CH:11]=2)=[CH:5][CH:6]=1 |f:2.3.4|. Procedure: To a solution of 2-[4-(4-Pyridin4-yl-2H-pyrazol-3-yl)-phenoxymethyl}-quinoline (26.5 g) in dimethyl formamide (140 mL) was added 1,1,1-Trifluoro-2-iodo-ethane (21 mL, 2.0 eq.) and cesium carbonate (68.3 g, 3 eq.) and the reaction mixture heated at 60° C. for 24 h. The reaction mixture was diluted with water, extracted 3× methylene chloride, dried with magnesium sulfate, filtered and concentrated. Purification via flash chromatography eluting with 5% methanol/70% ethyl acetate/hexanes provided th...